From a dataset of the Open Reaction Database (ORD), a public repository of structured organic reaction records. describe an organic reaction: reactants, conditions, products, and yield Reactants: CC(C)C(N)C(=O)NC(C)(C)COc1ccc(C#N)cc1, ClCCl, CN1CCOCC1, O=C(Cl)Oc1cccc(F)c1, O. Yields the product CC(C)C(NC(=O)Oc1cccc(F)c1)C(=O)NC(C)(C)COc1ccc(C#N)cc1. RXN SMILES: [C:19](#[N:20])[c:21]1[cH:22][cH:23][c:24]([O:25][CH2:26][C:27]([CH3:28])([CH3:29])[NH:30][C:31]([CH:32]([NH2:33])[CH:34]([CH3:35])[CH3:36])=[O:37])[cH:38][cH:39]1.[CH2:41]([Cl:42])[Cl:43].[CH3:1][N:2]1[CH2:3][CH2:4][O:5][CH2:6][CH2:7]1.[Cl:8][C:9](=[O:10])[O:11][c:12]1[cH:13][c:14]([F:18])[cH:15][cH:16][cH:17]1.[OH2:40]>>[C:9](=[O:10])([O:11][c:12]1[cH:13][c:14]([F:18])[cH:15][cH:16][cH:17]1)[NH:33][CH:32]([C:31]([NH:30][C:27]([CH2:26][O:25][c:24]1[cH:23][cH:22][c:21]([C:19]#[N:20])[cH:39][cH:38]1)([CH3:28])[CH3:29])=[O:37])[CH:34]([CH3:35])[CH3:36]. The reactants are CNC(C(=O)C1=C(C=CC=C1)COC1=C(C=CC(=C1)C)C)=O (N-methyl-2-[2-(2,5-dimethylphenoxymethyl)phenyl]-2-oxoacetamide), S(=O)(=O)(O)O.NO (Hydroxylamine sulfate). Solvent: CO (methanol), CO (methanol). Run at time 15 hour. Yields the product CNC(/C(=N/O)/C1=C(C=CC=C1)COC1=C(C=CC(=C1)C)C)=O ((E)-N-methyl-2-[2-(2,5-dimethylphenoxymethyl)phenyl]-2-hydroxyiminoacetamide). Isolated yield 90.6%. RXN SMILES: [CH3:1][NH:2][C:3](=[O:22])[C:4]([C:6]1[CH:11]=[CH:10][CH:9]=[CH:8][C:7]=1[CH2:12][O:13][C:14]1[CH:19]=[C:18]([CH3:20])[CH:17]=[CH:16][C:15]=1[CH3:21])=O.S(O)(O)(=O)=O.[NH2:28][OH:29]>CO>[CH3:1][NH:2][C:3](=[O:22])/[C:4](/[C:6]1[CH:11]=[CH:10][CH:9]=[CH:8][C:7]=1[CH2:12][O:13][C:14]1[CH:19]=[C:18]([CH3:20])[CH:17]=[CH:16][C:15]=1[CH3:21])=[N:28]/[OH:29] |f:1.2|. Procedure details: N-methyl-2-[2-(2,5-dimethylphenoxymethyl)phenyl]-2-oxoacetamide (11.89 g, 0.04 mol) was suspended in methanol (40 ml). Hydroxylamine sulfate (4.92 g, 0.06 mol) was added, and the mixture was refluxed for 8 hours. After completion of the reaction, methanol was evaporated under reduced pressure. The resulting residue (E/Z=46/54) was dissolved in methylene chloride (80 ml), conc. hydrochloric acid (20 ml) was added, and the mixture was stirred at room temperature for 15 hours. Water (50 ml) and tol... Starting materials: OC1=C(C(=CC(=C1)O)O)C(C)=O (2',4',6'-trihydroxyacetophenone), C(C)(C)N(C(C)C)CC (N,N-diisopropylethylamine), COCCl (chloromethyl methyl ether), O1CCCC1 (tetrahydrofuran). Reaction conditions: time 4 hour. Yields the product OC1=C(C(=CC(=C1)OCOC)OCOC)C(C)=O (2'-hydroxy-4',6'-bis(methoxymethoxy)acetophenone). Isolated yield 41.4%. RXN SMILES: [OH:1][C:2]1[CH:7]=[C:6]([OH:8])[CH:5]=[C:4]([OH:9])[C:3]=1[C:10](=[O:12])[CH3:11].C(N(CC)C(C)C)(C)C.[CH3:22][O:23][CH2:24]Cl.[O:26]1[CH2:30]CC[CH2:27]1>>[OH:1][C:2]1[CH:7]=[C:6]([O:8][CH2:22][O:23][CH3:24])[CH:5]=[C:4]([O:9][CH2:27][O:26][CH3:30])[C:3]=1[C:10](=[O:12])[CH3:11]. Procedure details: In 200 ml of anhydrous tetrahydrofuran were dissolved 30 g of 2',4',6'-trihydroxyacetophenone and 115.0 g of N,N-diisopropylethylamine, and 50.2 g of chloromethyl methyl ether was gradually added to the solution under ice cooling over a period of 20 minutes and the reaction mixture was stirred under ice cooling for 1 hour and at room temperature for 4 hours to effect reaction. After the reaction, the reaction mixture was extracted with 3 l of ether, and the ether layer was washed with water (500... Starting materials: C(C1=CC=CC=C1)OC(=O)NCCC[C@H](NC(=O)OC(C)(C)C)C(=O)N[C@@H]1[C@@H](CCC1)C(=O)OCC1=CC=C(C=C1)OC (4-methoxybenzyl (1R,2S)-2-({N5-[(benzyloxy)carbonyl]-N2-(tert-butoxycarbonyl)-L-ornithyl}amino)cyclopentanecarboxylate), O.C1(=CC=C(C=C1)S(=O)(=O)O)C (p-toluene sulfonic acid hydrate). Run in CO (methanol). Conditions: temperature 40 celsius, time 24 hour. The product is C(C1=CC=CC=C1)OC(=O)NCCC[C@H](N)C(=O)N[C@@H]1[C@@H](CCC1)C(=O)OCC1=CC=C(C=C1)OC (4-methoxybenzyl (1R,2S)-2-({N5-[(benzyloxy)carbonyl]-L-ornithyl}amino)cyclopentanecarboxylate). The yield is 76.9%. Reaction SMILES: [CH2:1]([O:8][C:9]([NH:11][CH2:12][CH2:13][CH2:14][C@@H:15]([C:24]([NH:26][C@H:27]1[CH2:31][CH2:30][CH2:29][C@H:28]1[C:32]([O:34][CH2:35][C:36]1[CH:41]=[CH:40][C:39]([O:42][CH3:43])=[CH:38][CH:37]=1)=[O:33])=[O:25])[NH:16]C(OC(C)(C)C)=O)=[O:10])[C:2]1[CH:7]=[CH:6][CH:5]=[CH:4][CH:3]=1.O.C1(C)C=CC(S(O)(=O)=O)=CC=1>CO>[CH2:1]([O:8][C:9]([NH:11][CH2:12][CH2:13][CH2:14][C@@H:15]([C:24]([NH:26][C@H:27]1[CH2:31][CH2:30][CH2:29][C@H:28]1[C:32]([O:34][CH2:35][C:36]1[CH:41]=[CH:40][C:39]([O:42][CH3:43])=[CH:38][CH:37]=1)=[O:33])=[O:25])[NH2:16])=[O:10])[C:2]1[CH:3]=[CH:4][CH:5]=[CH:6][CH:7]=1 |f:1.2|. Reported procedure: To a mixture of 4-methoxybenzyl (1R,2S)-2-({N5-[(benzyloxy)carbonyl]-N2-(tert-butoxycarbonyl)-L-ornithyl}amino)cyclopentanecarboxylate (2.5 g) and methanol (25 ml) was added p-toluene sulfonic acid hydrate (1.2 g) at room temperature, followed by stirring at 40° C. for 24 hours. The reaction mixture was concentrated under reduced pressure, and ethyl acetate and water were added to the residue. Sodium hydrogen carbonate was added thereto under ice-cooling to adjust the pH to about 8, and the orga...